From a dataset of the Open Reaction Database (ORD), a public repository of structured organic reaction records. describe an organic reaction: reactants, conditions, products, and yield Reactants: FC1=CC=C(C=C1)N1C(=C(C=C1C1=CC=C(C=C1)S(=O)(=O)C)CO)C (1-(4-fluorophenyl)-2-methyl-5-[4-(methylsulfonyl)phenyl]-1H-pyrrole-3-methanol), ClC=1C=C(C=CC1)O (3-chlorophenol), C1(=CC=CC=C1)P(C1=CC=CC=C1)C1=CC=CC=C1 (triphenylphosphine), N(=NC(=O)OCC)C(=O)OCC (diethyl azodicarboxylate). The solvent is C1CCOC1 (THF). Conditions: time 48 hour. The product is ClC=1C=C(OCC2=C(N(C(=C2)C2=CC=C(C=C2)S(=O)(=O)C)C2=CC=C(C=C2)F)C)C=CC1 (3-[(3-chlorophenoxy)methyl]-1-(4-fluorophenyl)-2-methyl-5-[4-(methylsulfonyl)phenyl]-1H-pyrrole). Isolated yield 19.2%. As a reaction SMILES: [F:1][C:2]1[CH:7]=[CH:6][C:5]([N:8]2[C:12]([C:13]3[CH:18]=[CH:17][C:16]([S:19]([CH3:22])(=[O:21])=[O:20])=[CH:15][CH:14]=3)=[CH:11][C:10]([CH2:23][OH:24])=[C:9]2[CH3:25])=[CH:4][CH:3]=1.[Cl:26][C:27]1[CH:28]=[C:29](O)[CH:30]=[CH:31][CH:32]=1.C1(P(C2C=CC=CC=2)C2C=CC=CC=2)C=CC=CC=1.N(C(OCC)=O)=NC(OCC)=O>C1COCC1>[Cl:26][C:27]1[CH:32]=[C:31]([CH:30]=[CH:29][CH:28]=1)[O:24][CH2:23][C:10]1[CH:11]=[C:12]([C:13]2[CH:18]=[CH:17][C:16]([S:19]([CH3:22])(=[O:20])=[O:21])=[CH:15][CH:14]=2)[N:8]([C:5]2[CH:4]=[CH:3][C:2]([F:1])=[CH:7][CH:6]=2)[C:9]=1[CH3:25]. Procedure: To a solution of 1-(4-fluorophenyl)-2-methyl-5-[4-(methylsulfonyl)phenyl]-1H-pyrrole-3-methanol (Example 21) (300 mg, 0.83 mmol), 3-chlorophenol (88 μl, 0.83 mmol), and triphenylphosphine (219 mg, 0.83 mmol) in THF (20 ml), diethyl azodicarboxylate (132 l, 0.83 mmol) was added. The mixture was stirred at room temperature for 48 hours. The solvent was removed under reduced pressure and the crude liquid (820 mg) was purified by chromatography (silica gel, hexane/ethyl acetate, 7/3) to give 3-[(3-c... Reactants: C(CC)NCC1OC2=CC(=CC=C2CC1)NS(=O)(=O)C (N-(2-Propylaminomethyl-chroman-7-yl)-methanesulfonamide), C(C(=O)[O-])(=O)[O-] (oxalate), hemihydrate. The product is NC=1C=C(OCCCNCC2OC3=CC(=CC=C3CC2)NS(=O)(=O)C)C=CC1 (N-(2-{[3-(3-Amino-phenoxy)-propylamino]-methyl}-chroman-7-yl)-methanesulfonamide). RXN SMILES: [CH2:1]([NH:4][CH2:5][CH:6]1[CH2:15][CH2:14][C:13]2[C:8](=[CH:9][C:10]([NH:16][S:17]([CH3:20])(=[O:19])=[O:18])=[CH:11][CH:12]=2)[O:7]1)[CH2:2][CH3:3].[C:21]([O-:26])(=O)[C:22]([O-])=O>>[NH2:16][C:10]1[CH:11]=[C:21]([CH:22]=[CH:8][CH:9]=1)[O:26][CH2:3][CH2:2][CH2:1][NH:4][CH2:5][CH:6]1[CH2:15][CH2:14][C:13]2[C:8](=[CH:9][C:10]([NH:16][S:17]([CH3:20])(=[O:18])=[O:19])=[CH:11][CH:12]=2)[O:7]1. Procedure: N-(2-Propylaminomethyl-chroman-7-yl)-methanesulfonamide as the oxalate, hemihydrate, mp 204°-205° C.